This data is from the Open Reaction Database (ORD), a public repository of structured organic reaction records. The task is: describe an organic reaction: reactants, conditions, products, and yield Reactants: CCOC(=O)C=P(c1ccccc1)(c1ccccc1)c1ccccc1, C[SiH](C)OCC1(C)OCC(=O)C(C(C)(C)C)O1, C1CCOC1. Yields the product CCOC(=O)C=C1COC(C)(CO[SiH](C)C)OC1C(C)(C)C. RXN SMILES: [C:18](=[O:19])([O:20][CH2:21][CH3:22])[CH:23]=[P:24]([c:25]1[cH:26][cH:27][cH:28][cH:29][cH:30]1)([c:31]1[cH:32][cH:33][cH:34][cH:35][cH:36]1)[c:37]1[cH:38][cH:39][cH:40][cH:41][cH:42]1.[C:1]([CH3:2])([CH3:3])([CH3:4])[CH:5]1[O:6][C:7]([CH3:12])([CH2:13][O:14][SiH:15]([CH3:16])[CH3:17])[O:8][CH2:9][C:10]1=[O:11].[O:43]1[CH2:44][CH2:45][CH2:46][CH2:47]1>>[C:1]([CH3:2])([CH3:3])([CH3:4])[CH:5]1[O:6][C:7]([CH3:12])([CH2:13][O:14][SiH:15]([CH3:16])[CH3:17])[O:8][CH2:9][C:10]1=[CH:23][C:18](=[O:19])[O:20][CH2:21][CH3:22]. Starting materials: O.[OH-].[Li+] (lithium hydroxide monohydrate), ClC(COC(=O)[C@H]1NN(CCC1)C([C@H](C)NC([C@H](C(C)C)NC([C@@](\C=C\C1=CC=C2C=CC(=CC2=C1)[C@@H](C)O)(C)C(O[SiH2]C(C)(C)C)(C)C)=O)=O)=O)(Cl)Cl ((S)-1-[(S)-2-((S)-2-{(E)-(R)-2-(tert-Butyl-dimethyl-silanyloxymethyl)-4-[2-((R)-1-hydroxy-ethyl)-naphthalen-7-yl]-2-methyl-but-3-enoylamino}-3-methyl-butyrylamino)-propionyl]-hexahydro-pyridazine-3-carboxylic acid 2,2,2-trichloro-ethyl ester), Cl (hydrochloric acid). The solvent is O1CCCC1.O (tetrahydrofuran water). Conditions: temperature 0 celsius, time 1.6 hour. The product is O[C@H](C)C1=CC=C2C=CC(=CC2=C1)/C=C/[C@](C(=O)N[C@H](C(=O)N[C@H](C(=O)N1N[C@@H](CCC1)C(=O)O)C)C(C)C)(C)CO ((S)-1-[(S)-2-((S)-2-{(E)-(R)-4-[7-((R)-1-hydroxy-ethyl)-naphthalen-2-yl]-2-hydroxymethyl-2-methyl-but-3-enoylamino}-3-methyl-butyrylamino)-propionyl]-hexahydro-pyridazine-3-carboxylic acid). Reaction SMILES: ClC(Cl)(Cl)C[O:4][C:5]([C@@H:7]1[CH2:12][CH2:11][CH2:10][N:9]([C:13](=[O:52])[C@@H:14]([NH:16][C:17](=[O:51])[C@@H:18]([NH:22][C:23](=[O:50])[C@:24]([C:41](C)(C)[O:42][SiH2]C(C)(C)C)([CH3:40])/[CH:25]=[CH:26]/[C:27]2[CH:36]=[C:35]3[C:30]([CH:31]=[CH:32][C:33]([C@H:37]([OH:39])[CH3:38])=[CH:34]3)=[CH:29][CH:28]=2)[CH:19]([CH3:21])[CH3:20])[CH3:15])[NH:8]1)=[O:6].O.[OH-].[Li+].Cl>O1CCCC1.O>[OH:39][C@@H:37]([C:33]1[CH:34]=[C:35]2[C:30]([CH:29]=[CH:28][C:27](/[CH:26]=[CH:25]/[C@@:24]([CH2:41][OH:42])([CH3:40])[C:23]([NH:22][C@@H:18]([CH:19]([CH3:20])[CH3:21])[C:17]([NH:16][C@@H:14]([CH3:15])[C:13]([N:9]3[CH2:10][CH2:11][CH2:12][C@@H:7]([C:5]([OH:6])=[O:4])[NH:8]3)=[O:52])=[O:51])=[O:50])=[CH:36]2)=[CH:31][CH:32]=1)[CH3:38] |f:1.2.3,5.6|. Procedure details: A cooled (0° C.) solution of (S)-1-[(S)-2-((S)-2-{(E)-(R)-2-(tert-Butyl-dimethyl-silanyloxymethyl)-4-[2-((R)-1-hydroxy-ethyl)-naphthalen-7-yl]-2-methyl-but-3-enoylamino}-3-methyl-butyrylamino)-propionyl]-hexahydro-pyridazine-3-carboxylic acid 2,2,2-trichloro-ethyl ester (48.0 mg, 0.058 mmol) in tetrahydrofuran/water (6 mL, 5:1) was treated with lithium hydroxide monohydrate (31.2 mg, 0.743 mmol). After stirring at 0° C. for 1.6 h, the reaction was quenched with hydrochloric acid (2 M, 380 μL, 0....